Dataset: the Open Reaction Database (ORD), a public repository of structured organic reaction records. Task: describe an organic reaction: reactants, conditions, products, and yield The reactants are C(C1=CC=CC=C1)OC1=NC(=C(C=C1C(=O)OC)C1=CC=C(C=C1)Cl)C1=C(C=C(C=C1)Cl)Cl (Methyl 2-(benzyloxy)-6-(2,4-dichlorophenyl)-5-(4-chlorophenyl)pyridine-3-carboxylate), [OH-].[Na+] (sodium hydroxide), Cl (hydrochloric acid). Run in O (water), CO (methanol). Conditions: time 20 hour. Yields the product C(C1=CC=CC=C1)OC1=NC(=C(C=C1C(=O)O)C1=CC=C(C=C1)Cl)C1=C(C=C(C=C1)Cl)Cl (2-(benzyloxy)-6-(2,4-dichlorophenyl)-5-(4-chlorophenyl)pyridine-3-carboxylic acid). As a reaction SMILES: [CH2:1]([O:8][C:9]1[C:14]([C:15]([O:17]C)=[O:16])=[CH:13][C:12]([C:19]2[CH:24]=[CH:23][C:22]([Cl:25])=[CH:21][CH:20]=2)=[C:11]([C:26]2[CH:31]=[CH:30][C:29]([Cl:32])=[CH:28][C:27]=2[Cl:33])[N:10]=1)[C:2]1[CH:7]=[CH:6][CH:5]=[CH:4][CH:3]=1.[OH-].[Na+].Cl>CO.O>[CH2:1]([O:8][C:9]1[C:14]([C:15]([OH:17])=[O:16])=[CH:13][C:12]([C:19]2[CH:20]=[CH:21][C:22]([Cl:25])=[CH:23][CH:24]=2)=[C:11]([C:26]2[CH:31]=[CH:30][C:29]([Cl:32])=[CH:28][C:27]=2[Cl:33])[N:10]=1)[C:2]1[CH:3]=[CH:4][CH:5]=[CH:6][CH:7]=1 |f:1.2|. Procedure: To a solution of methyl 2-(benzyloxy)-6-(2,4-dichlorophenyl)-5-(4-chlorophenyl)pyridine-3-carboxylate (390 mg, 0.78 mmol) from Example 51, Step B in methanol (5 mL) was added 5N sodium hydroxide (0.31 mL, 1.56 mmol). The reaction was stirred at rt 20 h and then at 40° C. for 1 h. The reaction was diluted with water, acidified with 2N hydrochloric acid, and extracted twice with methylene chloride. The organic layers were washed with a portion of brine and the combined organic layers were dried ov... Starting materials: ClC1=NC=CC(=N1)NC1=C(C=CC(=C1)NC(=O)C1=CC(=NC=C1)N1CCOCC1)C (2-chloro-4-[2-methyl-5-(2-morpholinopyrid-4-ylcarbonylamino)anilino]pyrimidine), C(C=C)NC (N-allyl-N-methylamine). Run at temperature 75 celsius. Yields the product C(C=C)N(C)C1=NC=CC(=N1)NC1=C(C=CC(=C1)NC(=O)C1=CC(=NC=C1)N1CCOCC1)C (2-(N-Allyl-N-methylamino)-4-[2-methyl-5-(2-morpholinopyrid-4-ylcarbonylamino)anilino]pyrimidine). As a reaction SMILES: Cl[C:2]1[N:7]=[C:6]([NH:8][C:9]2[CH:14]=[C:13]([NH:15][C:16]([C:18]3[CH:23]=[CH:22][N:21]=[C:20]([N:24]4[CH2:29][CH2:28][O:27][CH2:26][CH2:25]4)[CH:19]=3)=[O:17])[CH:12]=[CH:11][C:10]=2[CH3:30])[CH:5]=[CH:4][N:3]=1.[CH2:31]([NH:34][CH3:35])[CH:32]=[CH2:33]>>[CH2:31]([N:34]([C:2]1[N:7]=[C:6]([NH:8][C:9]2[CH:14]=[C:13]([NH:15][C:16]([C:18]3[CH:23]=[CH:22][N:21]=[C:20]([N:24]4[CH2:29][CH2:28][O:27][CH2:26][CH2:25]4)[CH:19]=3)=[O:17])[CH:12]=[CH:11][C:10]=2[CH3:30])[CH:5]=[CH:4][N:3]=1)[CH3:35])[CH:32]=[CH2:33]. Procedure details: A mixture of 2-chloro-4-[2-methyl-5-(2-morpholinopyrid-4-ylcarbonylamino)anilino]pyrimidine (0.2 g) and N-allyl-N-methylamine (0.25 ml) was stirred and heated to 75° C. for 3 hours. The mixture was cooled to ambient temperature and purified by column chromatography on silica using a 9:1 mixture of methylene chloride and methanol as eluent. The resultant oil was triturated under a mixture of isohexane and diethyl ether. There was thus obtained the title compound as a solid (0.055 g); NMR Spectrum... Starting materials: C=CCC(O)(c1ccccc1)c1nc(Cl)nc(NC)c1C=C, c1ccccc1. Yields the product CNc1nc(Cl)nc2c1C=CCC2(O)c1ccccc1. Reaction SMILES: [Cl:1][c:2]1[n:3][c:4]([NH:21][CH3:22])[c:5]([CH:19]=[CH2:20])[c:6]([C:8]([CH2:9][CH:10]=[CH2:11])([OH:12])[c:13]2[cH:14][cH:15][cH:16][cH:17][cH:18]2)[n:7]1.[cH:23]1[cH:24][cH:25][cH:26][cH:27][cH:28]1>>[Cl:1][c:2]1[n:3][c:4]([NH:21][CH3:22])[c:5]2[c:6]([n:7]1)[C:8]([OH:12])([c:13]1[cH:14][cH:15][cH:16][cH:17][cH:18]1)[CH2:9][CH:20]=[CH:19]2. Procedure details: A mixture of the 3-bromo-4-dimethylaminopyridine prepared in Example 214A (1.29 g, 6.39 mmol) vinyltributyltin (2.23 g, 7.02 mmol), bis(triphenylphosphine)palladium(II) chloride (224 mg, 0.32 mmol) in toluene (10 mL) was heated at 100° C. for 12 hours. To the stirring reaction mixture at room temperature was added ether (30 mL), water (0.2 mL) and 1,8-diazabicyclo[5.4.0]undec-7-ene (0.5 mL). The resulting mixture was filtered through silica gel (15 g), rinsed with ethyl acetate, and concentrated... The solvent is C1(=CC=CC=C1)C (toluene), O (water). As a reaction SMILES: Br[C:2]1[CH:3]=[N:4][CH:5]=[CH:6][C:7]=1[N:8]([CH3:10])[CH3:9].[CH:11]([Sn](CCCC)(CCCC)CCCC)=[CH2:12].CCOCC.N12CCCN=C1CCCCC2>C1(C)C=CC=CC=1.Cl[Pd](Cl)([P](C1C=CC=CC=1)(C1C=CC=CC=1)C1C=CC=CC=1)[P](C1C=CC=CC=1)(C1C=CC=CC=1)C1C=CC=CC=1.O>[CH:11]([C:2]1[CH:3]=[N:4][CH:5]=[CH:6][C:7]=1[N:8]([CH3:10])[CH3:9])=[CH2:12] |^1:51,70|. Conditions: temperature 100 celsius. Product: C(=C)C=1C=NC=CC1N(C)C (3-vinyl-4-dimethylaminopyridine). Reactants: BrC=1C=NC=CC1N(C)C (3-bromo-4-dimethylaminopyridine), C(=C)[Sn](CCCC)(CCCC)CCCC (vinyltributyltin), CCOCC (ether), N12CCCCCC2=NCCC1 (1,8-diazabicyclo[5.4.0]undec-7-ene). The reagents and catalysts are Cl[Pd]([P](C1=CC=CC=C1)(C2=CC=CC=C2)C3=CC=CC=C3)([P](C4=CC=CC=C4)(C5=CC=CC=C5)C6=CC=CC=C6)Cl (bis(triphenylphosphine)palladium(II) chloride). Isolated yield 117.2%. Reactants: ClC=1C(=C(C=CC1C#N)NS(=O)(=O)N1[C@@H](C[C@@H](C1)O)C(=O)O)C ((2S,4S)-1-(3-Chloro-4-cyano-2-methyl-phenylsulfamoyl)-4-hydroxy-pyrrolidine-2-carboxylic acid), C1CCC(CC1)N=C=NC2CCCCC2 (DCC), C1=CC(=CC=C1[N+](=O)[O-])O (p-nitrophenol). Procedure: To a solution of 4B (57 mg, 0.158 mmol) in 5 mL of acetonitrile at rt was added DCC (33 mg, 0.158 mmol) followed by p-nitrophenol (44 mg, 0.317 mmol). The suspension was refluxed for 1 h, cooled to rt and filtered. The filtrate was concentrated under reduced pressure and the residue dissolved in EtOAc, washed with water and brine, dried (MgSO4), filtered and concentrated under reduced pressure. The residue was purified by flash chromatography (silica gel, EtOAc/Hexanes, 50:50 and 75:25) to affor... Run in C(C)#N (acetonitrile). The product is O[C@H]1C[C@H]2C(N(S(N2C1)(=O)=O)C1=C(C(=C(C#N)C=C1)Cl)C)=O (4-[(3aS,5S)-5-Hydroxy-1,1,3-trioxohexahydrothia-2,6a-diazapentalen-2-yl]-2-chloro-3-methylbenzonitrile). Yield: 51.9%. RXN SMILES: [Cl:1][C:2]1[C:3]([CH3:23])=[C:4]([NH:10][S:11]([N:14]2[CH2:18][C@@H:17]([OH:19])[CH2:16][C@H:15]2[C:20](O)=[O:21])(=[O:13])=[O:12])[CH:5]=[CH:6][C:7]=1[C:8]#[N:9].C1CCC(N=C=NC2CCCCC2)CC1.C1C([N+]([O-])=O)=CC=C(O)C=1>C(#N)C>[OH:19][C@@H:17]1[CH2:18][N:14]2[C@H:15]([C:20](=[O:21])[N:10]([C:4]3[CH:5]=[CH:6][C:7]([C:8]#[N:9])=[C:2]([Cl:1])[C:3]=3[CH3:23])[S:11]2(=[O:13])=[O:12])[CH2:16]1. Starting materials: C(C)(=O)OCC=1C=C(C=NC1)COC=1C=C2SC=3C=CC(=CC3N3C2=C(C1)C(C(=C3)CC=3C=NC=CC3)=O)Br (5-(5-acetoxymethyl-3-pyridylmethyloxy)-10-bromo-2-(3-pyridylmethyl)-3H-pyrido[3,2,1-kl]phenothiazin-3-one), [OH-].[Na+] (sodium hydroxide). Run in O (water), CO (methanol). Reaction conditions: time 8 hour. The product is BrC1=CC=2N3C4=C(C=C(C=C4SC2C=C1)OCC=1C=NC=C(C1)CO)C(C(=C3)CC=3C=NC=CC3)=O (10-bromo-5-(5-hydroxymethyl-3-pyridylmethyloxy)-2-(3-pyridylmethyl)-3H-pyrido[3,2,1-kl]phenothiazin-3-one). The yield is 88.0%. Reaction SMILES: C([O:4][CH2:5][C:6]1[CH:7]=[C:8]([CH2:12][O:13][C:14]2[CH:15]=[C:16]3[C:25]4=[C:26]([C:28](=[O:38])[C:29]([CH2:31][C:32]5[CH:33]=[N:34][CH:35]=[CH:36][CH:37]=5)=[CH:30][N:24]4[C:23]4[CH:22]=[C:21]([Br:39])[CH:20]=[CH:19][C:18]=4[S:17]3)[CH:27]=2)[CH:9]=[N:10][CH:11]=1)(=O)C.[OH-].[Na+]>CO.O>[Br:39][C:21]1[CH:20]=[CH:19][C:18]2[S:17][C:16]3[C:25]4=[C:26]([C:28](=[O:38])[C:29]([CH2:31][C:32]5[CH:33]=[N:34][CH:35]=[CH:36][CH:37]=5)=[CH:30][N:24]4[C:23]=2[CH:22]=1)[CH:27]=[C:14]([O:13][CH2:12][C:8]1[CH:9]=[N:10][CH:11]=[C:6]([CH2:5][OH:4])[CH:7]=1)[CH:15]=3 |f:1.2|. Procedure details: The compound (220 mg) obtained in Example 41 was suspended in methanol(10 mL) and to the suspension was added dropwise a solution of sodium hydroxide (90 mg) in water (1 mL). The mixture was stirred at room temperature overnight. After the end of reaction, the precipitate crystals were collected by filtration and washed with methanol and ether in turns to obtain the title compound (180 mg; 91%). Reactants: CNC(OC1=CC=CC=2CC(OC21)(C)C)=O (2,3-dihydro-2,2-dimethylbenzofuran-7-yl N-methyl-carbamate), C(C)OC(=O)CN(SCl)CC(=O)OCC (Bis(ethoxycarbonylmethyl)aminosulfenyl Chloride), N1=CC=CC=C1 (pyridine). Solvent: C(Cl)Cl (methylene chloride). Conditions: time 30 hour. The product is C(C)OC(=O)CN(SN(C(OC1=CC=CC=2CC(OC21)(C)C)=O)C)CC(=O)OCC (2,3-Dihydro-2,2-dimethylbenzofuran-7-yl N-[N,N-Bis(ethoxycarbonylmethyl)aminosulfenyl]-N-methylcarbamate). As a reaction SMILES: [CH3:1][NH:2][C:3](=[O:16])[O:4][C:5]1[C:13]2[O:12][C:11]([CH3:15])([CH3:14])[CH2:10][C:9]=2[CH:8]=[CH:7][CH:6]=1.[CH2:17]([O:19][C:20]([CH2:22][N:23]([CH2:26][C:27]([O:29][CH2:30][CH3:31])=[O:28])[S:24]Cl)=[O:21])[CH3:18].N1C=CC=CC=1>C(Cl)Cl>[CH2:30]([O:29][C:27]([CH2:26][N:23]([CH2:22][C:20]([O:19][CH2:17][CH3:18])=[O:21])[S:24][N:2]([CH3:1])[C:3](=[O:16])[O:4][C:5]1[C:13]2[O:12][C:11]([CH3:14])([CH3:15])[CH2:10][C:9]=2[CH:8]=[CH:7][CH:6]=1)=[O:28])[CH3:31]. Procedure: 4.4 g (0.02 mole) of 2,3-dihydro-2,2-dimethylbenzofuran-7-yl N-methyl-carbamate, 5.1 g (0.02 mole) of bis(ethoxycarbonylmethyl)aminosulfenyl chloride obtained in Example 1 or 2, and 4.7 g (0.06 mole) of pyridine were dissolved in 35 ml of methylene chloride, and the resulting solution was stirred for 30 hours at 30° to 35° C. After completion of the reaction, the reaction solution was washed successively with water, diluted hydrochloric acid and water. The methylene chloride layer was dried over...